Dataset: the Open Reaction Database (ORD), a public repository of structured organic reaction records. Task: describe an organic reaction: reactants, conditions, products, and yield Reactants: Clc1cccc(N2CCNCC2)c1, CC1CC2C3CCC4=CC(=O)C=CC4(C)C3=CCC2(C)C1C(=O)CI. Product: CC1CC2C3CCC4=CC(=O)C=CC4(C)C3=CCC2(C)C1C(=O)CN1CCN(c2cccc(Cl)c2)CC1. Reaction SMILES: [Cl:1][c:2]1[cH:3][c:4]([N:8]2[CH2:9][CH2:10][NH:11][CH2:12][CH2:13]2)[cH:5][cH:6][cH:7]1.[I:14][CH2:15][C:16]([CH:17]1[CH:18]([CH3:37])[CH2:19][CH:20]2[CH:21]3[CH2:22][CH2:23][C:24]4=[CH:25][C:26](=[O:36])[CH:27]=[CH:28][C:29]4([CH3:30])[C:31]3=[CH:32][CH2:33][C:34]12[CH3:35])=[O:38]>>[Cl:1][c:2]1[cH:3][c:4]([N:8]2[CH2:9][CH2:10][N:11]([CH2:15][C:16]([CH:17]3[CH:18]([CH3:37])[CH2:19][CH:20]4[CH:21]5[CH2:22][CH2:23][C:24]6=[CH:25][C:26](=[O:36])[CH:27]=[CH:28][C:29]6([CH3:30])[C:31]5=[CH:32][CH2:33][C:34]34[CH3:35])=[O:38])[CH2:12][CH2:13]2)[cH:5][cH:6][cH:7]1. Reactants: C1(=CC=CC=C1)OC(NC=1C(=NC(=C(C1)CC)C)OC1=CC=CC=C1)=O (Phenyl-N-(5-ethyl-6-methyl-2-phenoxypyridin-3-yl)carbamate), OC=1C=C(C=CC1OC)N1CCNCC1 (1-(3-hydroxy-4-methoxyphenyl)piperazine). Product: C(C)C=1C=C(C(=NC1C)OC1=CC=CC=C1)NC(=O)N1CCN(CC1)C1=CC(=C(C=C1)OC)O (1-[(5-ethyl-6-methyl-2-phenoxypyridin-3-yl)aminocarbonyl]-4-(3-hydroxy-4-methoxyphenyl)piperazine). Isolated yield 69.0%. RXN SMILES: C1(O[C:8](=[O:26])[NH:9][C:10]2[C:11]([O:19][C:20]3[CH:25]=[CH:24][CH:23]=[CH:22][CH:21]=3)=[N:12][C:13]([CH3:18])=[C:14]([CH2:16][CH3:17])[CH:15]=2)C=CC=CC=1.[OH:27][C:28]1[CH:29]=[C:30]([N:36]2[CH2:41][CH2:40][NH:39][CH2:38][CH2:37]2)[CH:31]=[CH:32][C:33]=1[O:34][CH3:35]>>[CH2:16]([C:14]1[CH:15]=[C:10]([NH:9][C:8]([N:39]2[CH2:38][CH2:37][N:36]([C:30]3[CH:31]=[CH:32][C:33]([O:34][CH3:35])=[C:28]([OH:27])[CH:29]=3)[CH2:41][CH2:40]2)=[O:26])[C:11]([O:19][C:20]2[CH:21]=[CH:22][CH:23]=[CH:24][CH:25]=2)=[N:12][C:13]=1[CH3:18])[CH3:17]. Procedure: Phenyl-N-(5-ethyl-6-methyl-2-phenoxypyridin-3-yl)carbamate and 1-(3-hydroxy-4-methoxyphenyl)piperazine were reacted by the same way with the example 1 to obtain the titled compound. Starting materials: TEA, S(=O)([O-])S(=O)[O-].[Na+].[Na+] (sodium hydrosulfite), C(C)(=O)C1=CC2=C(O1)C(C1=CC=CC=C1C2=O)=O (2-acetyl-naphtho[2,3-b]furan-4,9-dione), C(C)(=O)OC(C)=O (acetic anhydride), C(C)(=O)OCC (ethyl acetate). Reagents/catalysts: [Br-].C(CCC)[N+](CCCC)(CCCC)CCCC (tetrabutylammonium bromide), [Zn] (zinc). Solvent: CN(C)C=O (DMF). Reaction conditions: time 3 hour. Product: C(C)(=O)C1=CC2=C(O1)C(=C1C=CC=CC1=C2OC(C)=O)OC(C)=O (2-acetyl-4,9-bis(acetoxy)-naphtho[2,3-b]furan). The yield is 50.7%. As a reaction SMILES: [C:1]([C:4]1[O:8][C:7]2[C:9](=[O:18])[C:10]3[C:15]([C:16](=[O:17])[C:6]=2[CH:5]=1)=[CH:14][CH:13]=[CH:12][CH:11]=3)(=[O:3])[CH3:2].S(S([O-])=O)([O-])=O.[Na+].[Na+].[C:27](OC(=O)C)(=[O:29])[CH3:28].[C:34](OCC)(=[O:36])[CH3:35]>CN(C=O)C.[Br-].C([N+](CCCC)(CCCC)CCCC)CCC.[Zn]>[C:1]([C:4]1[O:8][C:7]2[C:9]([O:18][C:34](=[O:36])[CH3:35])=[C:10]3[C:15](=[C:16]([O:17][C:27](=[O:29])[CH3:28])[C:6]=2[CH:5]=1)[CH:14]=[CH:13][CH:12]=[CH:11]3)(=[O:3])[CH3:2] |f:1.2.3,7.8|. Procedure details: In a 500 ml round-bottom flask, 8 grams (33.3 mmoles) of 2-acetyl-naphtho[2,3-b]furan-4,9-dione (prepared in example 2 or 3) was dissolved in 150 ml of DMF with heating. To the solution, added 14 ml of TEA, 8 grams of zinc powder, 1 gram of tetrabutylammonium bromide and 29 grams (166.7 mmoles) of sodium hydrosulfite. The mixture was sealed or isolated from air. Then 17 grams (166.7 mmoles) of acetic anhydride was added with syringe, and the resulting mixture had been stirred vigorously at room ...